The task is: describe an organic reaction: reactants, conditions, products, and yield. This data is from the Open Reaction Database (ORD), a public repository of structured organic reaction records. Yields the product [N+](=O)([O-])C=1C=C2C=NN(C2=CC1)CC=1OC=CN1 (5-nitro-1-(1,3-oxazol-2-ylmethyl)-1H-indazole). Procedure details: A mixture of 5-nitroindazole (500 mg, 3.07 mmol), potassium carbonate (889 mg, 6.44 mmol) and 2-(chloromethyl)-1,3-oxazole (396 mg, 3.37 mmol) in DMF (3 mL) was stirred for 3 hours at room temperature. Saturated NH4Cl was added and the mixture was extracted with dichloromethane. After evaporation, the residue was purified on silica gel (30 to 35% EtOAc/petroleum ether) to give 5-nitro-1-(1,3-oxazol-2-ylmethyl)-1H-indazole (474 mg, 63%); NMR spectrum (CDCl3) 5.76 (s, 2H), 7.11 (s, 1H), 7.60 (d, 1... The reactants are [NH4+].[Cl-] (NH4Cl), [N+](=O)([O-])C=1C=C2C=NNC2=CC1 (5-nitroindazole), C([O-])([O-])=O.[K+].[K+] (potassium carbonate), ClCC=1OC=CN1 (2-(chloromethyl)-1,3-oxazole). The solvent is CN(C)C=O (DMF). Reaction SMILES: [N+:1]([C:4]1[CH:5]=[C:6]2[C:10](=[CH:11][CH:12]=1)[NH:9][N:8]=[CH:7]2)([O-:3])=[O:2].C(=O)([O-])[O-].[K+].[K+].Cl[CH2:20][C:21]1[O:22][CH:23]=[CH:24][N:25]=1.[NH4+].[Cl-]>CN(C=O)C>[N+:1]([C:4]1[CH:5]=[C:6]2[C:10](=[CH:11][CH:12]=1)[N:9]([CH2:20][C:21]1[O:22][CH:23]=[CH:24][N:25]=1)[N:8]=[CH:7]2)([O-:3])=[O:2] |f:1.2.3,5.6|. Run at time 3 hour. The yield is 63.2%. Starting materials: hydrochloride salt, C=O (formaldehyde), C(C)(=O)O[BH-](OC(C)=O)OC(C)=O.[Na+] (Sodium triacetoxyborohydride), ClC=1C(=C(C=CC1)NC1=NC=NC2=CC(=C(C=C12)CN(C1(CNC1)C(=O)N)C)OC)F (3-[({4-[(3-chloro-2-fluorophenyl)amino]-7-methoxyquinazolin-6-yl}methyl)(methyl)amino]azetidine-3-carboxamide), Example 74. The solvent is C(C)(=O)O (acetic acid), ClCCCl (1,2-dichloroethane). Product: ClC=1C(=C(C=CC1)NC1=NC=NC2=CC(=C(C=C12)CN(C1(CN(C1)C)C(=O)N)C)OC)F (3-[({4-[(3-chloro-2-fluorophenyl)amino]-7-methoxyquinazolin-6-yl}methyl)(methyl)amino]-1-methylazetidine-3-carboxamide). Isolated yield 53.0%. RXN SMILES: [Cl:1][C:2]1[C:3]([F:31])=[C:4]([NH:8][C:9]2[C:18]3[C:13](=[CH:14][C:15]([O:29][CH3:30])=[C:16]([CH2:19][N:20]([CH3:28])[C:21]4([C:25]([NH2:27])=[O:26])[CH2:24][NH:23][CH2:22]4)[CH:17]=3)[N:12]=[CH:11][N:10]=2)[CH:5]=[CH:6][CH:7]=1.C=O.[C:34](O[BH-](OC(=O)C)OC(=O)C)(=O)C.[Na+]>C(O)(=O)C.ClCCCl>[Cl:1][C:2]1[C:3]([F:31])=[C:4]([NH:8][C:9]2[C:18]3[C:13](=[CH:14][C:15]([O:29][CH3:30])=[C:16]([CH2:19][N:20]([CH3:28])[C:21]4([C:25]([NH2:27])=[O:26])[CH2:24][N:23]([CH3:34])[CH2:22]4)[CH:17]=3)[N:12]=[CH:11][N:10]=2)[CH:5]=[CH:6][CH:7]=1 |f:2.3|. Procedure: The hydrochloride salt of 3-[({4-[(3-chloro-2-fluorophenyl)amino]-7-methoxyquinazolin-6-yl}methyl)(methyl)amino]azetidine-3-carboxamide Example 74 (100 mg, 0.19 mmol) and formaldehyde (51 μl of a 37% wt aqueous solution, 0.63 mmol) were stirred at room temperature in 5% acetic acid in 1,2-dichloroethane (2 ml) in the presence of 3 A molecular sieves. Sodium triacetoxyborohydride (89 mg, 0.42 mmol) was added portionwise over 0.5 hours. After the final addition the reaction mixture was concentrate... Starting materials: ClC1=NC=C(C=C1)C1=C(C=CC(=C1)Cl)CBr (2-(Chloropyrid-5-yl)-(4-chlorophenyl)bromo-methane), ClC1=CC=C(C=C1)[Mg]Br (4-chlorophenylmagnesium bromide), ClC1=NC=C(C=C1)C=O (2-chloropyridine-5-carboxaldehyde). Solvent: O1CCCC1 (tetrahydrofuran), O1CCCC1 (tetrahydrofuran). Product: ClC1=NC=C(C=C1)C1=C(C=CC(=C1)Cl)CO (2-(chloropyrid-5-yl)-(4-chlorophenyl)methanol). RXN SMILES: [Cl:1][C:2]1[CH:7]=[CH:6][C:5]([C:8]2[CH:13]=[C:12]([Cl:14])[CH:11]=[CH:10][C:9]=2[CH2:15]Br)=[CH:4][N:3]=1.ClC1C=CC([Mg]Br)=CC=1.ClC1C=CC(C=[O:34])=CN=1>O1CCCC1>[Cl:1][C:2]1[CH:7]=[CH:6][C:5]([C:8]2[CH:13]=[C:12]([Cl:14])[CH:11]=[CH:10][C:9]=2[CH2:15][OH:34])=[CH:4][N:3]=1. Procedure details: 2-(Chloropyrid-5-yl)-(4-chlorophenyl)bromo-methane may be prepared by carrying out the procedure in a manner similar to Example 84, starting with 22.5 cm3 of 4-chlorophenylmagnesium bromide (1 M solution in ethyl ether) in 30 cm3 of tetrahydrofuran, under an inert argon atmosphere, and 2.9 g of 2-chloropyridine-5-carboxaldehyde in 30 cm3 of tetrahydrofuran. 3.42 g of 2-(chloropyrid-5-yl)-(4-chlorophenyl)methanol are thus obtained in the form of a pale green powder.